This data is from the Open Reaction Database (ORD), a public repository of structured organic reaction records. The task is: describe an organic reaction: reactants, conditions, products, and yield Reactants: C(#C)[Si](C)(C)C (ethynyltrimethylsilane), palladium[II]acetate, copper[I] iodide, BrC1=CC=C(C=C1)F (4-bromofluorobenzene). The reagents and catalysts are C1(=CC=CC=C1)P(C1=CC=CC=C1)C1=CC=CC=C1 (triphenylphosphine). The solvent is C(C)N(CC)CC (triethylamine). Reaction conditions: temperature 50 celsius, time 2 hour. Yields the product C(#C)C1=CC=C(C=C1)F (1-ethynyl-4-fluorobenzene). Isolated yield 37.3%. RXN SMILES: [C:1]([Si](C)(C)C)#[CH:2].Br[C:8]1[CH:13]=[CH:12][C:11]([F:14])=[CH:10][CH:9]=1>C(N(CC)CC)C.C1(P(C2C=CC=CC=2)C2C=CC=CC=2)C=CC=CC=1>[C:1]([C:8]1[CH:13]=[CH:12][C:11]([F:14])=[CH:10][CH:9]=1)#[CH:2]. Procedure details: In a 1 Liter, round-bottom, three neck flask, a solution of 50 mL (0.51 Mol) ethynyltrimethylsilane, 1.5 g of palladium[II]acetate, 2.0 g of copper[I] iodide, 3.0 g of triphenylphosphine and 58 mL (0.52 Mol) of 4-bromofluorobenzene in 500 mL of de-aerated triethylamine were heated to 80° C. with stirring under an argon blanket for 2 hr. A white precipitate started to form after approximately 30 min. The reaction mixture was then cooled to 50° C. and stirred for an additional 2 h and then allowed... The reactants are N(=O)[O-].[Na+] (sodium nitrite), NC1=CC(NC(N1C(C)C1=NC2=C(N1)C=CC=C2)=S)=O (6-amino-1-[1-(1H-benzimidazol-2-yl)ethyl]-2-thioxo-2,3-dihydropyrimidin-4(1H)-one), S(=O)([O-])S(=O)[O-].[Na+].[Na+] (sodium dithionite). Solvent: O (H2O), C(C)(=O)O (acetic acid). Run at time 20 minute. Product: NC=1C(NC(N(C1N)C(C)C1=NC2=C(N1)C=CC=C2)=S)=O (5,6-diamino-1-[1-(1H-benzimidazol-2-yl)ethyl]-2-thioxo-2,3-dihydropyrimidin-4(1H)-one). Reaction SMILES: [NH2:1][C:2]1[N:7]([CH:8]([C:10]2[NH:14][C:13]3[CH:15]=[CH:16][CH:17]=[CH:18][C:12]=3[N:11]=2)[CH3:9])[C:6](=[S:19])[NH:5][C:4](=[O:20])[CH:3]=1.[N:21]([O-])=O.[Na+].S(S([O-])=O)([O-])=O.[Na+].[Na+]>C(O)(=O)C.O>[NH2:21][C:3]1[C:4](=[O:20])[NH:5][C:6](=[S:19])[N:7]([CH:8]([C:10]2[NH:14][C:13]3[CH:15]=[CH:16][CH:17]=[CH:18][C:12]=3[N:11]=2)[CH3:9])[C:2]=1[NH2:1] |f:1.2,3.4.5|. Procedure: To 6-amino-1-[1-(1H-benzimidazol-2-yl)ethyl]-2-thioxo-2,3-dihydropyrimidin-4(1H)-one (0.21 g, 0.74 mmol, obtained from Example 9(d)) in acetic acid (2 mL) was added, dropwise, a solution of sodium nitrite (0.056 g, 0.81 mmol) in H2O (0.5 mL). After 50 minutes sodium dithionite (0.26 g, 1.5 mmol) was added and the reaction was stirred 20 minutes, followed by evaporation of acetic acid in vacuo and addition of water (25 mL). The precipitated solid was collected by filtration, washed with H2O and d...